This data is from the Open Reaction Database (ORD), a public repository of structured organic reaction records. The task is: describe an organic reaction: reactants, conditions, products, and yield The reactants are [O-]CC.[Na+] (sodium ethoxide), C(C1=CC=CC=C1)(=O)CC(=O)OCC (ethyl benzoylacetate), ClCC1=C(C=CC=C1)CCCCl ((o-chloromethylphenyl)propyl chloride). The solvent is CCOCC (ether), O (water), C(C)O (ethanol). Run at time 1 hour. The product is C(C1=CC=CC=C1)(=O)C(C(=O)OCC)CC1=C(C=CC=C1)CCCCl (ethyl 2-benzoyl-3-(o-(3-chloropropyl)phenyl]propanoate). Reaction SMILES: [O-]CC.[Na+].[C:5]([CH2:13][C:14]([O:16][CH2:17][CH3:18])=[O:15])(=[O:12])[C:6]1[CH:11]=[CH:10][CH:9]=[CH:8][CH:7]=1.Cl[CH2:20][C:21]1[CH:26]=[CH:25][CH:24]=[CH:23][C:22]=1[CH2:27][CH2:28][CH2:29][Cl:30]>C(O)C.CCOCC.O>[C:5]([CH:13]([CH2:20][C:21]1[CH:26]=[CH:25][CH:24]=[CH:23][C:22]=1[CH2:27][CH2:28][CH2:29][Cl:30])[C:14]([O:16][CH2:17][CH3:18])=[O:15])(=[O:12])[C:6]1[CH:11]=[CH:10][CH:9]=[CH:8][CH:7]=1 |f:0.1|. Procedure details: A stirred solution of sodium ethoxide (from 0.53 g. sodium) in ethanol (80 ml.) was treated with ethyl benzoylacetate (4.42 g.). After 1 hour, -(o-chloromethylphenyl)propyl chloride (4.57 g.) was added and stirring was continued for 24 hours. The mixture was then diluted with ether (100 ml.) and water (100 ml.). The organic layer was separated, washed with saturated brine (50 ml.), dried (MgSO4) and evaporated to give ethyl 2-benzoyl-3-(o-(3-chloropropyl)phenyl]propanoate (A) as a yellow oil (7.... Starting materials: CO, Cl, CC(C)(C)OC(=O)n1cc(-c2ccc(NC(=O)Nc3cc(C(F)(F)F)ccc3F)cc2)c(C(N)=O)c1N, C1COCCO1. Product: Cl, NC(=O)c1c(-c2ccc(NC(=O)Nc3cc(C(F)(F)F)ccc3F)cc2)c[nH]c1N. Reaction SMILES: [CH3:45][OH:46].[ClH:1].[NH2:2][c:3]1[n:4]([C:32]([O:33][C:34]([CH3:35])([CH3:36])[CH3:37])=[O:38])[cH:5][c:6](-[c:11]2[cH:12][cH:13][c:14]([NH:17][C:18](=[O:19])[NH:20][c:21]3[c:22]([F:31])[cH:23][cH:24][c:25]([C:27]([F:28])([F:29])[F:30])[cH:26]3)[cH:15][cH:16]2)[c:7]1[C:8]([NH2:9])=[O:10].[O:39]1[CH2:40][CH2:41][O:42][CH2:43][CH2:44]1>>[ClH:1].[NH2:2][c:3]1[nH:4][cH:5][c:6](-[c:11]2[cH:12][cH:13][c:14]([NH:17][C:18](=[O:19])[NH:20][c:21]3[c:22]([F:31])[cH:23][cH:24][c:25]([C:27]([F:28])([F:29])[F:30])[cH:26]3)[cH:15][cH:16]2)[c:7]1[C:8]([NH2:9])=[O:10]. Reactants: C(C)OC(CSC1=NC(=CC(=N1)Cl)C1=CC=CC=C1)=O ((4-chloro-6-phenyl-2-pyrimidinylthio)acetic acid ethyl ester), CO (methanol), [Na] (sodium). Run at time 1.5 hour. The product is COC1=NC(=NC(=C1)C1=CC=CC=C1)SCC(=O)O ((4-Methoxy-6-phenyl-2-pyrimidinylthio)acetic acid). As a reaction SMILES: [Na].C([O:4][C:5](=[O:21])[CH2:6][S:7][C:8]1[N:13]=[C:12](Cl)[CH:11]=[C:10]([C:15]2[CH:20]=[CH:19][CH:18]=[CH:17][CH:16]=2)[N:9]=1)C.[CH3:22][OH:23]>>[CH3:22][O:23][C:12]1[CH:11]=[C:10]([C:15]2[CH:20]=[CH:19][CH:18]=[CH:17][CH:16]=2)[N:9]=[C:8]([S:7][CH2:6][C:5]([OH:4])=[O:21])[N:13]=1 |^1:0|. Procedure: To a solution of 0.46 g of sodium metal in 50 ml. of absolute methanol was added 3.2 g of (4-chloro-6-phenyl-2-pyrimidinylthio)acetic acid ethyl ester as prepared in the preceding Example. The reaction mixture was heated under reflux for 3 hr. then filtered. The filtrate was taken to dryness in a rotary evaporator. The residue was dissolved in 30 ml. of 50% sodium hydroxide and the solution was diluted to 200 ml. The reaction mixture was allowed to stand at room temperature for 1.5 hr, cooled in... Starting materials: [N+](=O)([O-])C1=CC=C(N)C=C1 (4-nitro-aniline), N(=O)[O-].[Na+] (sodium nitrite), CC1=CC=C(C=C1)S (4-methylthio-phenol). Product: [N+](=O)([O-])C1=CC=C(C=C1)N=NC1=C(C=CC(=C1)C)S (2-(4′-nitrophenylazo-)-4-methylthio-phenol). Reaction SMILES: [N+:1]([C:4]1[CH:10]=[CH:9][C:7]([NH2:8])=[CH:6][CH:5]=1)([O-:3])=[O:2].[N:11]([O-])=O.[Na+].[CH3:15][C:16]1[CH:21]=[CH:20][C:19]([SH:22])=[CH:18][CH:17]=1>>[N+:1]([C:4]1[CH:10]=[CH:9][C:7]([N:8]=[N:11][C:18]2[CH:17]=[C:16]([CH3:15])[CH:21]=[CH:20][C:19]=2[SH:22])=[CH:6][CH:5]=1)([O-:3])=[O:2] |f:1.2|. Procedure details: This is prepared similarly to Example 1 using 19.6 g (142 mmoles) of 4-nitro-aniline, 10% sodium nitrite solution (103.5 ml), and 20 g (142 mmoles) of 4-methylthio-phenol. Reactants: O (water), C(CCCCCCCCCCC)(=O)O (dodecanoic acid), ( 110 ), NC(CO)(CO)C (2-amino-2-methyl-1,3-propanediol). Solvent: C=1(C(=CC=CC1)C)C (xylene), C(C)(=O)OCC (ethyl acetate). Product: OCC1(N=C(OC1)CCCCCCCCCCC)C (4-hydroxymethyl-4-methyl-2-undecyl-2-oxazoline). The yield is 84.6%. Reaction SMILES: [C:1]([OH:14])(=O)[CH2:2][CH2:3][CH2:4][CH2:5][CH2:6][CH2:7][CH2:8][CH2:9][CH2:10][CH2:11][CH3:12].[NH2:15][C:16]([CH3:21])([CH2:19]O)[CH2:17][OH:18].O>C1(C)C(C)=CC=CC=1.C(OCC)(=O)C>[OH:18][CH2:17][C:16]1([CH3:21])[CH2:19][O:14][C:1]([CH2:2][CH2:3][CH2:4][CH2:5][CH2:6][CH2:7][CH2:8][CH2:9][CH2:10][CH2:11][CH3:12])=[N:15]1. Procedure: A mixture of 20.03 g (100 mmoles) of dodecanoic acid and 11.57 g (110) mmoles) of 2-amino-2-methyl-1,3-propanediol in 10 ml of xylene was heated for 30 hours at 185°-190° C. with azeotropic removal of water. The reaction mixture was taken up in ethyl acetate and was washed with water to remove excess amino alcohol. The organic layer was dried, concentrated and the residue was distilled at 152°-155° C./1 mm Hg to give 22.8 g (84.6%) of 4-hydroxymethyl-4-methyl-2-undecyl-2-oxazoline. Reactants: BrCCCCN1CSC(C1=O)CC(F)(F)F (3-(4-bromobutyl)-5-(2,2,2-trifluoroethyl)-4-thiazolidinone), Cl.S1N=C(C2=C1C=CC=C2)N2CCNCC2 (1-(1,2-benzisothiazol-3-yl)piperazine hydrochloride), C(=O)([O-])[O-].[K+].[K+] (K2CO3), [Na+].[I-] (NaI). Solvent: C(C)#N (acetonitrile). Reaction conditions: temperature 70 celsius. The product is Cl.S1N=C(C2=C1C=CC=C2)N2CCN(CC2)CCCCN2CSC(C2=O)CC(F)(F)F (3-(4-(1-(1,2-Benzisothiazol-3-yl)-4-piperazinyl)butyl)-5-(2,2,2-trifluoroethyl)-4-thiazolidinone hydrochloride). Isolated yield 46.5%. RXN SMILES: Br[CH2:2][CH2:3][CH2:4][CH2:5][N:6]1[C:10](=[O:11])[CH:9]([CH2:12][C:13]([F:16])([F:15])[F:14])[S:8][CH2:7]1.[ClH:17].[S:18]1[C:22]2[CH:23]=[CH:24][CH:25]=[CH:26][C:21]=2[C:20]([N:27]2[CH2:32][CH2:31][NH:30][CH2:29][CH2:28]2)=[N:19]1.C([O-])([O-])=O.[K+].[K+].[Na+].[I-]>C(#N)C>[ClH:17].[S:18]1[C:22]2[CH:23]=[CH:24][CH:25]=[CH:26][C:21]=2[C:20]([N:27]2[CH2:28][CH2:29][N:30]([CH2:2][CH2:3][CH2:4][CH2:5][N:6]3[C:10](=[O:11])[CH:9]([CH2:12][C:13]([F:16])([F:15])[F:14])[S:8][CH2:7]3)[CH2:31][CH2:32]2)=[N:19]1 |f:1.2,3.4.5,6.7,9.10|. Procedure: A mixture of 3-(4-bromobutyl)-5-(2,2,2-trifluoroethyl)-4-thiazolidinone (3.20 g), 1-(1,2-benzisothiazol-3-yl)piperazine hydrochloride (2.81 g), K2CO3 (4.83 g) and NaI (250 mg) in acetonitrile (280 ml) was heated at 70° C. for 15 hours and the product was processed in substantially the same manner as in Example 10 to afford 2.30 g of crystals, m.p. 188°-200° C. Reactants: Cl(=O)[O-].[Na+] (sodium chlorite), S(N)(O)(=O)=O (sulfamic acid), Cl(=O)[O-].[Na+] (sodium chlorite), CS(=O)(=O)OC1=C(C=CC(=C1)C=O)OCC1CC1 (2-(cyclopropylmethoxy)-5-formylphenyl methanesulfonate), S(N)(O)(=O)=O (sulfamic acid). Solvent: O (water), O (water), O (water), C(C)(=O)O (acetic acid). Reaction conditions: temperature 0 celsius, time 2 hour. Product: C1(CC1)COC1=C(C=C(C(=O)O)C=C1)OS(=O)(=O)C (4-(cyclopropylmethoxy)-3-(methylsulfonyloxy)benzoic acid). Isolated yield 87.1%. Reaction SMILES: [CH3:1][S:2]([O:5][C:6]1[CH:11]=[C:10]([CH:12]=[O:13])[CH:9]=[CH:8][C:7]=1[O:14][CH2:15][CH:16]1[CH2:18][CH2:17]1)(=[O:4])=[O:3].S(=O)(=O)([OH:21])N.Cl([O-])=O.[Na+]>C(O)(=O)C.O>[CH:16]1([CH2:15][O:14][C:7]2[CH:8]=[CH:9][C:10]([C:12]([OH:21])=[O:13])=[CH:11][C:6]=2[O:5][S:2]([CH3:1])(=[O:4])=[O:3])[CH2:17][CH2:18]1 |f:2.3|. Reported procedure: A mixture of 2-(cyclopropylmethoxy)-5-formylphenyl methanesulfonate (0.565 g, 2.090 mmol) and sulfamic acid (0.223 g, 2.299 mmol) in acetic acid (8 ml) was cooled to 0° C., and a solution of sodium chlorite (0.378 g, 4.18 mmol) in water (3 ml) was added. The resulting yellow mixture was allowed to warm to RT and stirred for 2 hours. Additional sulfamic acid (0.081 g, 0.836 mmol) and sodium chlorite (0.133 g, 1.463 mmol) in water (2 ml) were added over 1 hour. The reaction mixture was diluted wit...